Dataset: the Open Reaction Database (ORD), a public repository of structured organic reaction records. Task: describe an organic reaction: reactants, conditions, products, and yield Starting materials: ClC=1C=C(C(=O)OO)C=CC1 (m-chloroperoxybenzoic acid), FC(C1=CC2=C(N=C(N2)SC)C=C1)(F)F (5-trifluoromethyl-2-methylthio-benzimidazole). Run in C(Cl)Cl (methylene chloride). Run at time 60 minute. Product: FC(C1=CC2=C(N=C(N2)S(=O)C)C=C1)(F)F (5-trifluoromethyl-2-methylsulfinyl-benzimidazole). As a reaction SMILES: ClC1C=C(C=CC=1)C(OO)=[O:6].[F:12][C:13]([F:26])([F:25])[C:14]1[CH:24]=[CH:23][C:17]2[N:18]=[C:19]([S:21][CH3:22])[NH:20][C:16]=2[CH:15]=1>C(Cl)Cl>[F:26][C:13]([F:25])([F:12])[C:14]1[CH:24]=[CH:23][C:17]2[N:18]=[C:19]([S:21]([CH3:22])=[O:6])[NH:20][C:16]=2[CH:15]=1. Reported procedure: 2.6 g (0.013 mole) of commercially available 85% strength m-chloroperoxybenzoic acid are added dropwise to a suspension, cooled to -20° C., of 3.0 g (0.013 mole) of 5-trifluoromethyl-2-methylthio-benzimidazole in 50 ml of methylene chloride in the course of 30 minutes. The mixture is then stirred for a further 60 minutes and is then extracted twice with, each time, 20 ml of an aqueous potassium carbonate solution. The solvent is stripped off in vacuo and the solid residue which remains is recrys...